The task is: describe an organic reaction: reactants, conditions, products, and yield. This data is from the Open Reaction Database (ORD), a public repository of structured organic reaction records. The reactants are Cl (hydrogen chloride), C(C)O (ethanol), ClC1=CC=C(C=C1)C1=CC2=C(C(N(C=C2)C=2C=NC(=CC2)N2C[C@@H](CC2)N(C)CC(F)F)=O)S1 (2-(4-chloro-phenyl)-6-(6-{(R)-3-[(2,2-difluoro-ethyl)-methyl-amino]-pyrrolidin-1-yl}-pyridin-3-yl)-6H-thieno[2,3-c]pyridin-7-one). Run in ClCCl (dichloromethane), CCOCC (Et2O). Run at time 5 minute. Yields the product Cl.ClC1=CC=C(C=C1)C1=CC2=C(C(N(C=C2)C=2C=NC(=CC2)N2C[C@@H](CC2)N(C)CC(F)F)=O)S1 (2-(4-Chloro-phenyl)-6-(6-{(R)-3-[(2,2-difluoro-ethyl)-methyl-amino]-pyrrolidin-1-yl}-pyridin-3-yl)-6H-thieno[2,3-c]pyridin-7-one, hydrochloride). Isolated yield 160.4%. Reaction SMILES: Cl.C(O)C.[Cl:5][C:6]1[CH:11]=[CH:10][C:9]([C:12]2[S:38][C:15]3[C:16](=[O:37])[N:17]([C:20]4[CH:21]=[N:22][C:23]([N:26]5[CH2:30][CH2:29][C@@H:28]([N:31]([CH2:33][CH:34]([F:36])[F:35])[CH3:32])[CH2:27]5)=[CH:24][CH:25]=4)[CH:18]=[CH:19][C:14]=3[CH:13]=2)=[CH:8][CH:7]=1>ClCCl.CCOCC>[ClH:5].[Cl:5][C:6]1[CH:11]=[CH:10][C:9]([C:12]2[S:38][C:15]3[C:16](=[O:37])[N:17]([C:20]4[CH:21]=[N:22][C:23]([N:26]5[CH2:30][CH2:29][C@@H:28]([N:31]([CH2:33][CH:34]([F:36])[F:35])[CH3:32])[CH2:27]5)=[CH:24][CH:25]=4)[CH:18]=[CH:19][C:14]=3[CH:13]=2)=[CH:8][CH:7]=1 |f:5.6|. Procedure details: Add sodium cyanoborohydride (716 μmol, 45 mg) to a room temperature mixture of 2-(4-chloro-phenyl)-6-{6-[(R)-3-(2,2-difluoro-ethylamino)-pyrrolidin-1-yl]-pyridin-3-yl}-6H-thieno[2,3-c]pyridin-7-one, hydrochloride (150 mg, 287 μmol), acetic acid (49 μL, 360 μmol,) and formaldehyde (115 μL, 1.53 mmol, 37% aqueous solution) in methanol (9 mL) and stir the mixture for 18 h. Concentrate the mixture and partition between CH2Cl2 (5 mL) and 1N NaOH (5 mL). Separate the organic portion and extract the aq...